This data is from the Open Reaction Database (ORD), a public repository of structured organic reaction records. The task is: describe an organic reaction: reactants, conditions, products, and yield The product is CC(C)(C)OC(=O)N1CCN(c2ccc(N)cc2F)CC1. Reactants: CC(C)(C)OC(=O)N1CCN(c2ccc([N+](=O)[O-])cc2F)CC1, CCO, [H][H]. Reaction SMILES: [C:1]([CH3:2])([CH3:3])([CH3:4])[O:5][C:6](=[O:7])[N:8]1[CH2:9][CH2:10][N:11]([c:14]2[c:15]([F:23])[cH:16][c:17]([N+:20]([O-:21])=[O:22])[cH:18][cH:19]2)[CH2:12][CH2:13]1.[CH3:26][CH2:27][OH:28].[H:24][H:25]>>[C:1]([CH3:2])([CH3:3])([CH3:4])[O:5][C:6](=[O:7])[N:8]1[CH2:9][CH2:10][N:11]([c:14]2[c:15]([F:23])[cH:16][c:17]([NH2:20])[cH:18][cH:19]2)[CH2:12][CH2:13]1. Reactants: C(=O)NC1=CC=CC(=N1)C(C(=O)NC1[C@@H]2N(C(=C(CS2)CC)C(=S)OC(C2=CC=CC=C2)C2=CC=CC=C2)C1=O)=NOCC(=O)OC(C)(C)C (benzhydryl 7-[2-(6-formamidopyridin-2-yl)-2-tert-butoxycarbonylmethoxyiminoacetamido]-3-ethylthio-3-cephem-4-carboxylate), Cl (hydrochloric acid), C([O-])(O)=O.[Na+] (sodium bicarbonate), resultant solution. Solvent: CO (methanol), O1CCCC1 (tetrahydrofuran). Run at time 90 minute. Product: NC1=CC=CC(=N1)C(C(=O)NC1[C@@H]2N(C(=C(CS2)CC)C(=S)OC(C2=CC=CC=C2)C2=CC=CC=C2)C1=O)=NOCC(=O)OC(C)(C)C (benzhydryl 7-[2-(6-aminopyridin-2-yl)-2-tert-butoxycarbonylmethoxyiminoacetamido]-3-ethylthio-3-cephem-4-carboxylate). Yield: 99.9%. As a reaction SMILES: C([NH:3][C:4]1[N:9]=[C:8]([C:10](=[N:41][O:42][CH2:43][C:44]([O:46][C:47]([CH3:50])([CH3:49])[CH3:48])=[O:45])[C:11]([NH:13][CH:14]2[C:39](=[O:40])[N:16]3[C:17]([C:23]([O:25][CH:26]([C:33]4[CH:38]=[CH:37][CH:36]=[CH:35][CH:34]=4)[C:27]4[CH:32]=[CH:31][CH:30]=[CH:29][CH:28]=4)=[S:24])=[C:18]([CH2:21][CH3:22])[CH2:19][S:20][C@H:15]23)=[O:12])[CH:7]=[CH:6][CH:5]=1)=O.Cl.C(=O)(O)[O-].[Na+]>CO.O1CCCC1>[NH2:3][C:4]1[N:9]=[C:8]([C:10](=[N:41][O:42][CH2:43][C:44]([O:46][C:47]([CH3:48])([CH3:50])[CH3:49])=[O:45])[C:11]([NH:13][CH:14]2[C:39](=[O:40])[N:16]3[C:17]([C:23]([O:25][CH:26]([C:33]4[CH:34]=[CH:35][CH:36]=[CH:37][CH:38]=4)[C:27]4[CH:32]=[CH:31][CH:30]=[CH:29][CH:28]=4)=[S:24])=[C:18]([CH2:21][CH3:22])[CH2:19][S:20][C@H:15]23)=[O:12])[CH:7]=[CH:6][CH:5]=1 |f:2.3|. Reported procedure: To a solution of benzhydryl 7-[2-(6-formamidopyridin-2-yl)-2-tert-butoxycarbonylmethoxyiminoacetamido]-3-ethylthio-3-cephem-4-carboxylate (syn isomer, 2.5 g) in methanol (100 ml) and tetrahydrofuran (25 ml) was added conc. hydrochloric acid (1.5 ml). The solution was stirred for 90 minutes at 30° to 35° C. The resultant solution was adjusted to pH 5.0 with a saturated aqueous solution of sodium bicarbonate and then methanol was evaporated under reduced pressure. The residual oil was dissolved in... Starting materials: O=C([O-])[O-], COc1ccc(CNC2(Cc3ccccc3)CCC3(CC2)OCCO3)cc1, CC(C)=O, Cl, [K+], [K+]. The product is COc1ccc(CNC2(Cc3ccccc3)CCC(=O)CC2)cc1. As a reaction SMILES: [C:29](=[O:30])([O-:31])[O-:32].[CH2:2]([c:3]1[cH:4][cH:5][cH:6][cH:7][cH:8]1)[C:9]1([NH:19][CH2:20][c:21]2[cH:22][cH:23][c:24]([O:27][CH3:28])[cH:25][cH:26]2)[CH2:10][CH2:11][C:12]2([O:13][CH2:16][CH2:15][O:14]2)[CH2:17][CH2:18]1.[CH3:35][C:36](=[O:37])[CH3:38].[ClH:1].[K+:33].[K+:34]>>[CH2:2]([c:3]1[cH:4][cH:5][cH:6][cH:7][cH:8]1)[C:9]1([NH:19][CH2:20][c:21]2[cH:22][cH:23][c:24]([O:27][CH3:28])[cH:25][cH:26]2)[CH2:10][CH2:11][C:12](=[O:13])[CH2:17][CH2:18]1. The reactants are OC1(C(NC(NC1=O)=O)=O)C(C)C1=CC=CC=C1 (5-hydroxy-5-(1-phenylethyl) barbituric acid), Cl (hydrochloric acid), C(C(C)(C)C)(=O)Cl (pivaloyl chloride), N1=CC=CC=C1 (pyridine), ice. RXN SMILES: [OH:1][C:2]1([CH:11]([C:13]2[CH:18]=[CH:17][CH:16]=[CH:15][CH:14]=2)[CH3:12])[C:7](=[O:8])[NH:6][C:5](=[O:9])[NH:4][C:3]1=[O:10].N1C=CC=CC=1.Cl.[C:26](Cl)(=[O:31])[C:27]([CH3:30])([CH3:29])[CH3:28]>>[C:26]([O:1][C:2]1([CH:11]([C:13]2[CH:18]=[CH:17][CH:16]=[CH:15][CH:14]=2)[CH3:12])[C:3](=[O:10])[NH:4][C:5](=[O:9])[NH:6][C:7]1=[O:8])(=[O:31])[C:27]([CH3:30])([CH3:29])[CH3:28]. Reaction conditions: temperature 75 celsius. The product is C(C(C)(C)C)(=O)OC1(C(NC(NC1=O)=O)=O)C(C)C1=CC=CC=C1 (5-pivaloyloxy-5-(1-phenylethyl) barbituric acid). Procedure: The amount of 5 g. of 5-hydroxy-5-(1-phenylethyl) barbituric acid, prepared following the procedure described in Belgian Pat. No. 775,117, was dissolved in a mixture of pivaloyl chloride (5 ml.) and 60 ml. pyridine. The mixture was heated at 75°C overnight, then cooled and poured into ice containing 60 ml. of concentrated hydrochloric acid. The product was extracted four times with ethyl acetate, and the combined extracts washed with saturated sodium chloride solution, sodium bicarbonate solutio... Procedure: To a solution of N1-(1-(2-(trimethylsilyl)ethoxymethyl)-1H-Benzimidazol-2-ylmethyl)-N1-(5,6,7,8-tetrahydro-quinolin-8-yl)-butane-1,4-diamine (73 mg, 0.16 mmol) in CH2Cl2 (2 mL) was added trifluoroacetic acid (4 mL) and the resultant solution was stirred at room temperature overnight then concentrated under reduced pressure. The residue was dissolved in CH2Cl2 (10 mL) and water (5 mL) and treated with NaOH (10 M, ˜2 mL) until the aqueous phase was basic (pH 14). The phases were separated and the ... Product: N1C(=NC2=C1C=CC=C2)CN(CCCCN)C2CCCC=1C=CC=NC21 (N-(1H-Benzimidazol-2-ylmethyl)-N1-(5,6,7,8-tetrahydro-quinolin-8-yl)-butane-1,4-diamine). RXN SMILES: C[Si](C)(C)CCOC[N:7]1[C:11]2[CH:12]=[CH:13][CH:14]=[CH:15][C:10]=2[N:9]=[C:8]1[CH2:16][N:17]([CH:23]1[C:32]2[N:31]=[CH:30][CH:29]=[CH:28][C:27]=2[CH2:26][CH2:25][CH2:24]1)[CH2:18][CH2:19][CH2:20][CH2:21][NH2:22].FC(F)(F)C(O)=O>C(Cl)Cl>[NH:7]1[C:11]2[CH:12]=[CH:13][CH:14]=[CH:15][C:10]=2[N:9]=[C:8]1[CH2:16][N:17]([CH:23]1[C:32]2[N:31]=[CH:30][CH:29]=[CH:28][C:27]=2[CH2:26][CH2:25][CH2:24]1)[CH2:18][CH2:19][CH2:20][CH2:21][NH2:22]. Starting materials: C[Si](CCOCN1C(=NC2=C1C=CC=C2)CN(CCCCN)C2CCCC=1C=CC=NC21)(C)C (N1-(1-(2-(trimethylsilyl)ethoxymethyl)-1H-Benzimidazol-2-ylmethyl)-N1-(5,6,7,8-tetrahydro-quinolin-8-yl)-butane-1,4-diamine), FC(C(=O)O)(F)F (trifluoroacetic acid), resultant solution. Yield: 66.2%. Run in C(Cl)Cl (CH2Cl2). The product is C(C1=CC=CC=C1)OC1=C(C=C(C=C1)CCNC(C(=COC(F)F)C1=CC=2CCCCC2C=C1)=O)OC (N-[2-(4-benzyloxy-3-methoxyphenyl)ethyl]-3-difluoromethoxy-2-(5,6,7,8-tetrahydronaphthalen-2-yl)acrylamide). RXN SMILES: [CH2:1]([O:8][C:9]1[CH:14]=[CH:13][C:12]([CH2:15][CH2:16][NH:17][C:18](=[O:32])[C:19]([C:22]2[CH:31]=[CH:30][C:29]3[CH2:28][CH2:27][CH2:26][CH2:25][C:24]=3[CH:23]=2)=[CH:20][OH:21])=[CH:11][C:10]=1[O:33][CH3:34])[C:2]1[CH:7]=[CH:6][CH:5]=[CH:4][CH:3]=1.[OH-].[K+].Cl[CH:38]([F:40])[F:39].Cl>[Br-].C([N+](CCCC)(CCCC)CCCC)CCC.COCCOC>[CH2:1]([O:8][C:9]1[CH:14]=[CH:13][C:12]([CH2:15][CH2:16][NH:17][C:18](=[O:32])[C:19]([C:22]2[CH:31]=[CH:30][C:29]3[CH2:28][CH2:27][CH2:26][CH2:25][C:24]=3[CH:23]=2)=[CH:20][O:21][CH:38]([F:40])[F:39])=[CH:11][C:10]=1[O:33][CH3:34])[C:2]1[CH:3]=[CH:4][CH:5]=[CH:6][CH:7]=1 |f:1.2,5.6|. The reactants are C(C1=CC=CC=C1)OC1=C(C=C(C=C1)CCNC(C(=CO)C1=CC=2CCCCC2C=C1)=O)OC (N-[2-(4-benzyloxy-3-methoxyphenyl)ethyl]-3-hydroxy-2-(5,6,7,8-tetrahydronaphthalen-2-yl)acrylamide), [OH-].[K+] (potassium hydroxide), Cl (hydrochloric acid), ClC(F)F (chlorodifluoromethane). Reported procedure: 4.20 g (9.19 mmol) of N-[2-(4-benzyloxy-3-methoxyphenyl)ethyl]-3-hydroxy-2-(5,6,7,8-tetrahydronaphthalen-2-yl)acrylamide, 14.3 g (23.0 mmol) of 10% aqueous potassium hydroxide solution, 0.60 g (1.84 mmol) of tetrabutylammonium bromide and 40 ml of ethylene glycol dimethyl ether were mixed and chlorodifluoromethane gas was blown thereto at room temperature. After a sample was taken out from the reaction mixture and the disappearance of the starting material was confirmed by thin layer chromatogra... The reagents and catalysts are [Br-].C(CCC)[N+](CCCC)(CCCC)CCCC (tetrabutylammonium bromide). Run in COCCOC (ethylene glycol dimethyl ether). Starting materials: BrC1=C2C(=NC=C1Cl)NC=C2 (4-bromo-5-chloro-1H-pyrrolo[2,3-b]pyridine), C1(=CC=C(C=C1)S(=O)(=O)N1C=CC=2C1=NC=CC2C=2C=C(C=CC2)CO)C ({3-[1-(Toluene-4-sulfonyl)-1H-pyrrolo[2,3-b]pyridin-4-yl]-phenyl}-methanol), C(=O)([O-])[O-].[K+].[K+] (K2CO3), O1CCOCC1 (dioxane). The solvent is C1=CC=C(C=C1)P(C2=CC=CC=C2)C3=CC=CC=C3.C1=CC=C(C=C1)P(C2=CC=CC=C2)C3=CC=CC=C3.C1=CC=C(C=C1)P(C2=CC=CC=C2)C3=CC=CC=C3.C1=CC=C(C=C1)P(C2=CC=CC=C2)C3=CC=CC=C3.[Pd] (Pd(Pph3)4), O (H2O). Product: ClCC=1C=C(C=CC1)C1=C2C(=NC=C1)N(C=C2)S(=O)(=O)C2=CC=C(C=C2)C (4-(3-Chloromethyl-phenyl)-1-(toluene-4-sulfonyl)-1H-pyrrolo[2,3-b]pyridine). Reaction SMILES: BrC1C([Cl:8])=CN=C2NC=CC=12.[C:12]1([CH3:38])[CH:17]=[CH:16][C:15]([S:18]([N:21]2[C:25]3=[N:26][CH:27]=[CH:28][C:29]([C:30]4[CH:31]=[C:32]([CH2:36]O)[CH:33]=[CH:34][CH:35]=4)=[C:24]3[CH:23]=[CH:22]2)(=[O:20])=[O:19])=[CH:14][CH:13]=1.C([O-])([O-])=O.[K+].[K+].O1CCOCC1>C1C=CC(P(C2C=CC=CC=2)C2C=CC=CC=2)=CC=1.C1C=CC(P(C2C=CC=CC=2)C2C=CC=CC=2)=CC=1.C1C=CC(P(C2C=CC=CC=2)C2C=CC=CC=2)=CC=1.C1C=CC(P(C2C=CC=CC=2)C2C=CC=CC=2)=CC=1.[Pd].O>[Cl:8][CH2:36][C:32]1[CH:31]=[C:30]([C:29]2[CH:28]=[CH:27][N:26]=[C:25]3[N:21]([S:18]([C:15]4[CH:16]=[CH:17][C:12]([CH3:38])=[CH:13][CH:14]=4)(=[O:20])=[O:19])[CH:22]=[CH:23][C:24]=23)[CH:35]=[CH:34][CH:33]=1 |f:2.3.4,6.7.8.9.10|. Procedure details: Under N2, Compound D (1.95 g, 8.49 mmol) and compound G′ (1.1 equivalent, 9.34 mmol) and K2CO3 (3.3 equivalent, 28 mmol) were dissolved into 9 mL of dioxane and 3 mL of H2O in a microwave, to this reaction mixture, catalytic amount of Pd(Pph3)4 was added and the tube was under microwave irradiation at 170° C. for 10 min. After cooled down the reaction mixture, the product crashed out and filtered off the solid, washed with H2O and CH3CN respectively to obtain title compound H′ quantitatively. MS...